Dataset: the Open Reaction Database (ORD), a public repository of structured organic reaction records. Task: describe an organic reaction: reactants, conditions, products, and yield Reactants: C(C)(=O)SCC(=O)N1[C@H](C(=O)O)C[C@H](C1)OC (trans-1-(2-acetylthio-1-oxoethyl)-4-methoxy-L-proline), N (ammonia). Yields the product SCC(=O)N1[C@H](C(=O)O)C[C@H](C1)OC (1-(2-mercapto-1-oxoethyl)-trans-4-methoxy-L-proline). Reaction SMILES: C([S:4][CH2:5][C:6]([N:8]1[CH2:15][C@H:14]([O:16][CH3:17])[CH2:13][C@H:9]1[C:10]([OH:12])=[O:11])=[O:7])(=O)C.N>>[SH:4][CH2:5][C:6]([N:8]1[CH2:15][C@H:14]([O:16][CH3:17])[CH2:13][C@H:9]1[C:10]([OH:12])=[O:11])=[O:7]. Procedure: Hydrolysis of trans-1-(2-acetylthio-1-oxoethyl)-4-methoxy-L-proline with an aqueous ammonia solution according to the procedure of Example 2 yields 1-(2-mercapto-1-oxoethyl)-trans-4-methoxy-L-proline. The reactants are [H-].[Na+] (sodium hydride), CC=1C=C(C(=NC1C)OC)NC(=O)N1CCN(CC1)C1=C(C=CC=C1)OC (1-[(5,6-Dimethyl-2-methoxypyridin-3-yl)aminocarbonyl]-4-(2-methoxyphenyl)piperazine), BrCC1CC1 (bromomethylcyclopropane). Solvent: CN(C=O)C (dimethylformamide). Reaction conditions: time 15 minute. The product is C1(CC1)CN(C(=O)N1CCN(CC1)C1=C(C=CC=C1)OC)C=1C(=NC(=C(C1)C)C)OC (1-[N-Cyclopropylmethyl-N-(5,6-dimethyl-2-methoxypyridin-3-yl)aminocarbonyl]-4-(2-methoxyphenyl)piperazine). The yield is 78.0%. RXN SMILES: [CH3:1][C:2]1[CH:3]=[C:4]([NH:11][C:12]([N:14]2[CH2:19][CH2:18][N:17]([C:20]3[CH:25]=[CH:24][CH:23]=[CH:22][C:21]=3[O:26][CH3:27])[CH2:16][CH2:15]2)=[O:13])[C:5]([O:9][CH3:10])=[N:6][C:7]=1[CH3:8].[H-].[Na+].Br[CH2:31][CH:32]1[CH2:34][CH2:33]1>CN(C)C=O>[CH:32]1([CH2:31][N:11]([C:4]2[C:5]([O:9][CH3:10])=[N:6][C:7]([CH3:8])=[C:2]([CH3:1])[CH:3]=2)[C:12]([N:14]2[CH2:15][CH2:16][N:17]([C:20]3[CH:25]=[CH:24][CH:23]=[CH:22][C:21]=3[O:26][CH3:27])[CH2:18][CH2:19]2)=[O:13])[CH2:34][CH2:33]1 |f:1.2|. Procedure: 1-[(5,6-Dimethyl-2-methoxypyridin-3-yl)aminocarbonyl]-4-(2-methoxyphenyl)piperazine(100 mg, 0.26 mmol) was dissolved in dimethylformamide(15 ml) and thereto sodium hydride(6.2 mg, 0.26 mmol) was added, followed by stirring at room temperature for 15 min, and successively bromomethylcyclopropane(21.8 mg, 0.26 mmol) was added. The resulting mixture was stirred at room temperature for 16 hrs, concentrated under the reduced pressure and purified by column chromatography(ethylacetate:hexane=1:2) to o... The reactants are C(=O)=O (CO2), [O-]C#N.C(CCCC)[N+](CCCCC)(CCCCC)CCCCC (tetraamylammonium cyanate), O1CCCC1 (tetrahydrofurane), C(CCCCCN=C=O)N=C=O (hexamethylene diisocyanate). Product: O1NN=C(C=C1)C(=O)[O-].O1NN=C(C=C1)C(=O)[O-].C(CCCC)[N+](CCCCC)(CCCCC)CCCCC.C(CCCC)[N+](CCCCC)(CCCCC)CCCCC (tetraamylammonium bis-oxadiazinate). The yield is 94.0%. As a reaction SMILES: [O-][C:2]#[N:3].[CH2:4]([N+:9]([CH2:20][CH2:21][CH2:22][CH2:23][CH3:24])([CH2:15][CH2:16][CH2:17][CH2:18][CH3:19])[CH2:10][CH2:11][CH2:12][CH2:13][CH3:14])[CH2:5][CH2:6][CH2:7][CH3:8].[C:25](=[O:27])=[O:26].C(N=C=O)CCCCC[N:34]=C=O.[O:40]1[CH2:44][CH2:43][CH2:42][CH2:41]1>>[O:40]1[CH:41]=[CH:42][C:2]([C:25]([O-:27])=[O:26])=[N:3][NH:9]1.[O:40]1[CH:44]=[CH:43][C:2]([C:25]([O-:27])=[O:26])=[N:3][NH:34]1.[CH2:20]([N+:9]([CH2:4][CH2:5][CH2:6][CH2:7][CH3:8])([CH2:10][CH2:11][CH2:12][CH2:13][CH3:14])[CH2:15][CH2:16][CH2:17][CH2:18][CH3:19])[CH2:21][CH2:22][CH2:23][CH3:24].[CH2:20]([N+:9]([CH2:4][CH2:5][CH2:6][CH2:7][CH3:8])([CH2:10][CH2:11][CH2:12][CH2:13][CH3:14])[CH2:15][CH2:16][CH2:17][CH2:18][CH3:19])[CH2:21][CH2:22][CH2:23][CH3:24] |f:0.1,5.6.7.8|. Reported procedure: 34.6 g of tetraamylammonium cyanate (0.1 mole) and 250 ml of tetrahydrofurane are introduced into the reactor described in example 1. The solution is maintained saturated with CO2 at the atmospheric pressure. 8.4 g of hexamethylene diisocyanate (0.05 mole) are progressively added during 5 minutes. After 10 minutes of reaction, the solvent is evaporated and the obtained solid is washed with carbon tetrachloride. 44 g (yield: 94%) of tetraamylammonium bis-oxadiazinate of the following formula are ... Starting materials: Cl (hydrochloric acid), C(C)OC(C(F)(F)F)=O (trifluoroacetic acid ethyl ester), solution, [O-]CC.[Na+] (sodium ethoxide), COC1=C(C=C(C=C1)C(C)=O)C (1-(4-methoxy-3-methylphenyl)-ethanone). The solvent is O (water), C(C)O (ethanol), O1CCCC1 (tetrahydrofuran). Yields the product FC(C(CC(=O)C1=CC(=C(C=C1)OC)C)=O)(F)F (4,4,4-trifluoro-1-(4-methoxy-3-methyl-phenyl)-butane-1,3-dione). The yield is 91.5%. RXN SMILES: [CH3:1][O:2][C:3]1[CH:8]=[CH:7][C:6]([C:9](=[O:11])[CH3:10])=[CH:5][C:4]=1[CH3:12].C([O:15][C:16](=O)[C:17]([F:20])([F:19])[F:18])C.[O-]CC.[Na+].Cl>C(O)C.O.O1CCCC1>[F:18][C:17]([F:20])([F:19])[C:16](=[O:15])[CH2:10][C:9]([C:6]1[CH:7]=[CH:8][C:3]([O:2][CH3:1])=[C:4]([CH3:12])[CH:5]=1)=[O:11] |f:2.3|. Procedure details: At room temperature, to a mixture of 1 (4 methoxy-3-methylphenyl)-ethanone (described in Reference Preparation example 48) 6.9 g and tetrahydrofuran 200 ml was added trifluoroacetic acid ethyl ester 11.9 g and 20% solution of sodium ethoxide in ethanol 28.5 g. The resulting mixture was stirred with heating under reflux for six hours. To the reaction mixture was added water, and the resulting mixture was acidified with 6N aqueous hydrochloric acid solution. The resulting mixture was extracted wit... The reactants are CCO, O=C1OCCC1Oc1ccc([N+](=O)[O-])cc1, [OH-], [OH-], [Pd+2]. Product: Nc1ccc(OC2CCOC2=O)cc1. As a reaction SMILES: [CH3:17][CH2:18][OH:19].[N+:1]([O-:2])(=[O:3])[c:4]1[cH:5][cH:6][c:7]([O:8][CH:9]2[C:10](=[O:14])[O:11][CH2:12][CH2:13]2)[cH:15][cH:16]1.[OH-:20].[OH-:22].[Pd+2:21]>>[NH2:1][c:4]1[cH:5][cH:6][c:7]([O:8][CH:9]2[C:10](=[O:14])[O:11][CH2:12][CH2:13]2)[cH:15][cH:16]1.